This data is from the Open Reaction Database (ORD), a public repository of structured organic reaction records. The task is: describe an organic reaction: reactants, conditions, products, and yield The reactants are C=C (ethylene), BrC(F)(F)C(F)(Cl)CCBr (Br—CF2—CFCl—CH2—CH2—Br), C(=C(F)Cl)(F)F (CTFE), C(C(C)(C)C)(=O)OOC(C)(C)C (tert-butyl peroxypivalate), C(C)(C)(C)OOC(C)(CCC(C)(C)OOC(C)(C)C)C (2,5-bis(tert-butylperoxy)-2,5-dimethylhexane). The solvent is FC(CC(C)(F)F)(F)F (1,1,1,3,3-pentafluorobutane). The product is BrC(F)(F)C(F)(Cl)C=C (Br—CF2—CFCl—CH═CH2). RXN SMILES: C=C.C(F)(F)=C(Cl)F.C(OOC(C)(C)C)(=O)C(C)(C)C.C(OOC(C)(CCC(OOC(C)(C)C)(C)C)C)(C)(C)C.[Br:41][C:42]([C:45]([CH2:48][CH2:49]Br)([Cl:47])[F:46])([F:44])[F:43]>FC(F)(F)CC(F)(F)C>[Br:41][C:42]([C:45]([CH:48]=[CH2:49])([Cl:47])[F:46])([F:44])[F:43]. Procedure details: A supply of BCTFB was obtained by reacting ethylene with dibrominated CTFE in 1,1,1,3,3-pentafluorobutane at 120° C. for 4 hours using a mixture of tert-butyl peroxypivalate (TBPPi, 3 mol %) and 2,5-bis(tert-butylperoxy)-2,5-dimethylhexane (Trigonox 101, 4.5 mol %) as radical initiators, with the resulting structure being Br—CF2—CFCl—CH2—CH2—Br after distillation under vacuum. This was dehydrochlorinated with KOH in refluxing methanol for 15 hours, forming Br—CF2—CFCl—CH═CH2 (BCTFB). Successful ... Reaction SMILES: [CH2:42]([Cl:43])[Cl:44].[CH3:1][c:2]1[c:3](-[n:11]2[cH:12][n:13][c:14]3[cH:15][cH:16][c:17]([N:22]4[CH2:23][CH2:24][N:25]([CH3:28])[CH2:26][CH2:27]4)[cH:18][c:19]3[c:20]2=[O:21])[cH:4][c:5]([C:6](=[O:7])[OH:8])[cH:9][cH:10]1.[CH3:45][c:46]1[cH:47][cH:48][cH:49][cH:50][cH:51]1.[CH:38]1([NH2:41])[CH2:39][CH2:40]1.[O:29]=[CH:30][N:31]([CH3:32])[CH3:33].[S:34]([Cl:35])([Cl:36])=[O:37]>>[CH3:1][c:2]1[c:3](-[n:11]2[cH:12][n:13][c:14]3[cH:15][cH:16][c:17]([N:22]4[CH2:23][CH2:24][N:25]([CH3:28])[CH2:26][CH2:27]4)[cH:18][c:19]3[c:20]2=[O:21])[cH:4][c:5]([C:6](=[O:7])[NH:41][CH:38]2[CH2:39][CH2:40]2)[cH:9][cH:10]1. Reactants: ClCCl, Cc1ccc(C(=O)O)cc1-n1cnc2ccc(N3CCN(C)CC3)cc2c1=O, Cc1ccccc1, NC1CC1, CN(C)C=O, O=S(Cl)Cl. Yields the product Cc1ccc(C(=O)NC2CC2)cc1-n1cnc2ccc(N3CCN(C)CC3)cc2c1=O. Reactants: CN1N=NN=C1C=1C=C(CCOCCC(=O)OC(C)(C)C)C=CC1 (tert-butyl 3-(3-(1-methyl-1H-tetrazol-5-yl)phenethoxy)propanoate), C(=O)(C(F)(F)F)O (TFA). Run in C(Cl)Cl (DCM). Reaction conditions: temperature 25 celsius, time 30 minute. The product is CN1N=NN=C1C=1C=C(CCOCCC(=O)O)C=CC1 (3-(3-(1-Methyl-1H-tetrazol-5-yl)phenethoxy)propanoic acid). Reaction SMILES: [CH3:1][N:2]1[C:6]([C:7]2[CH:8]=[C:9]([CH:22]=[CH:23][CH:24]=2)[CH2:10][CH2:11][O:12][CH2:13][CH2:14][C:15]([O:17]C(C)(C)C)=[O:16])=[N:5][N:4]=[N:3]1.C(O)(C(F)(F)F)=O>C(Cl)Cl>[CH3:1][N:2]1[C:6]([C:7]2[CH:8]=[C:9]([CH:22]=[CH:23][CH:24]=2)[CH2:10][CH2:11][O:12][CH2:13][CH2:14][C:15]([OH:17])=[O:16])=[N:5][N:4]=[N:3]1. Procedure details: A mixture of tert-butyl 3-(3-(1-methyl-1H-tetrazol-5-yl)phenethoxy)propanoate [Example 7, Step iii)] (135 mg), DCM (4 mL) and TFA (4 mL) was stirred at 25° C. for 30 min and concentrated under vacuum to afford the subtitled compound as a gum. 1H NMR (400 MHz, CDCl3) δ 7.72 (s, 1H), 7.53-7.41 (m, 3H), 4.18 (s, 3H), 3.78-3.72 (m, 4H), 2.96 (t, J=5.9 Hz, 2H), 2.59 (t, J=5.9 Hz, 2H). Starting materials: COC(=O)C=1C(=C2C=C(C(N(C2=C(N1)C#N)CC1=CC=CC=C1)=O)C1=CC=CC=C1)O (1-benzyl-8-cyano-5-hydroxy-2-oxo-3-phenyl-1,2-dihydro-[1,7]naphthyridine-6-carboxylic acid methyl ester), NCCCCC(=O)O (5-aminovaleric acid), C[O-].[Na+] (NaOMe). The product is C(C1=CC=CC=C1)N1C(C(=CC2=C(C(=NC(=C12)C#N)C(=O)NCCCCC(=O)O)O)C1=CC=CC=C1)=O (5-[(1-Benzyl-8-cyano-5-hydroxy-2-oxo-3-phenyl-1,2-dihydro-[1,7]naphthyridine-6-carbonyl)-amino]-pentanoic acid). Yield: 91.5%. Reaction SMILES: CO[C:3]([C:5]1[C:6]([OH:31])=[C:7]2[C:12](=[C:13]([C:15]#[N:16])[N:14]=1)[N:11]([CH2:17][C:18]1[CH:23]=[CH:22][CH:21]=[CH:20][CH:19]=1)[C:10](=[O:24])[C:9]([C:25]1[CH:30]=[CH:29][CH:28]=[CH:27][CH:26]=1)=[CH:8]2)=[O:4].[NH2:32][CH2:33][CH2:34][CH2:35][CH2:36][C:37]([OH:39])=[O:38].C[O-].[Na+]>>[CH2:17]([N:11]1[C:12]2[C:7](=[C:6]([OH:31])[C:5]([C:3]([NH:32][CH2:33][CH2:34][CH2:35][CH2:36][C:37]([OH:39])=[O:38])=[O:4])=[N:14][C:13]=2[C:15]#[N:16])[CH:8]=[C:9]([C:25]2[CH:26]=[CH:27][CH:28]=[CH:29][CH:30]=2)[C:10]1=[O:24])[C:18]1[CH:19]=[CH:20][CH:21]=[CH:22][CH:23]=1 |f:2.3|. Procedure details: A mixture of 1-benzyl-8-cyano-5-hydroxy-2-oxo-3-phenyl-1,2-dihydro-[1,7]naphthyridine-6-carboxylic acid methyl ester (47 mg, 0.11 mmol), 5-aminovaleric acid (4.46 g, 38.1 mmol) and NaOMe solution (57 mL, 28.6 mmol, 0.5 M in MeOH) was refluxed for 16 h. After the mixture was cooled to r.t., the solvent was evaporated in vacuo. The residue was partitioned between water and EtOAc. 1M HCl was added with vigorous stirring until pH was about 1. The organic layer was dried over MgSO4 and concentrated. ...